Dataset: the Open Reaction Database (ORD), a public repository of structured organic reaction records. Task: describe an organic reaction: reactants, conditions, products, and yield Starting materials: NC=1C=C2C(=C(C=NC2=C(C1)F)C(=O)NCC1=CC=C(C=C1)Cl)O (6-amino-N-(4-chlorobenzyl)-8-fluoro-4-hydroxy-3-quinolinecarboxamide), 186, COC1=CC=C(C=C1)S(=O)(=O)Cl (4-methoxyphenylsulfonyl chloride). Solvent: N1=CC=CC=C1 (pyridine). Conditions: time 2 hour. The product is ClC1=CC=C(CNC(=O)C=2C=NC3=C(C=C(C=C3C2O)NS(=O)(=O)C2=CC=C(C=C2)OC)F)C=C1 (N-(4-Chlorobenzyl)-8-fluoro-4-hydroxy-6-{[(4-methoxyphenyl)-sulfonyl]amino}-3-quinolinecarboxamide). As a reaction SMILES: [NH2:1][C:2]1[CH:3]=[C:4]2[C:9](=[C:10]([F:12])[CH:11]=1)[N:8]=[CH:7][C:6]([C:13]([NH:15][CH2:16][C:17]1[CH:22]=[CH:21][C:20]([Cl:23])=[CH:19][CH:18]=1)=[O:14])=[C:5]2[OH:24].[CH3:25][O:26][C:27]1[CH:32]=[CH:31][C:30]([S:33](Cl)(=[O:35])=[O:34])=[CH:29][CH:28]=1>N1C=CC=CC=1>[Cl:23][C:20]1[CH:21]=[CH:22][C:17]([CH2:16][NH:15][C:13]([C:6]2[CH:7]=[N:8][C:9]3[C:4]([C:5]=2[OH:24])=[CH:3][C:2]([NH:1][S:33]([C:30]2[CH:29]=[CH:28][C:27]([O:26][CH3:25])=[CH:32][CH:31]=2)(=[O:35])=[O:34])=[CH:11][C:10]=3[F:12])=[O:14])=[CH:18][CH:19]=1. Procedure: To a flask containing 6-amino-N-(4-chlorobenzyl)-8-fluoro-4-hydroxy-3-quinolinecarboxamide from Example No. 186 (0.06 g) and pyridine (1.5 mL) is added 4-methoxyphenylsulfonyl chloride (0.04 g). The reaction mixture is stirred for 2 hours then concentrated under reduced pressure. The residue is triturated with toluene (2×) and dried in vacuo. The residue is adsorbed onto silica and chromatographed on silica eluting with 2% MeOH:CH2Cl2 to 6% MeOH:CH2Cl2. The product-containing fractions are evapo... Starting materials: CCOC(=O)COCc1cc2c(C(=O)NCC34CC5CC(CC(C5)C3)C4)cccn2n1, CCO, [K+], [OH-]. Product: O=C(O)COCc1cc2c(C(=O)NCC34CC5CC(CC(C5)C3)C4)cccn2n1. RXN SMILES: [CH2:3]([CH3:4])[O:5][C:6]([CH2:7][O:8][CH2:9][c:10]1[n:11][n:12]2[c:13]([c:14]([C:18]([NH:19][CH2:20][C:21]34[CH2:22][CH:23]5[CH2:24][CH:25]([CH2:26][CH:27]([CH2:28]3)[CH2:29]5)[CH2:30]4)=[O:31])[cH:15][cH:16][cH:17]2)[cH:32]1)=[O:33].[CH3:34][CH2:35][OH:36].[K+:2].[OH-:1]>>[O:5]=[C:6]([CH2:7][O:8][CH2:9][c:10]1[n:11][n:12]2[c:13]([c:14]([C:18]([NH:19][CH2:20][C:21]34[CH2:22][CH:23]5[CH2:24][CH:25]([CH2:26][CH:27]([CH2:28]3)[CH2:29]5)[CH2:30]4)=[O:31])[cH:15][cH:16][cH:17]2)[cH:32]1)[OH:33]. The reactants are Cc1sc(-c2ccccc2)nc1CCO, CCOC(C)=O, O=C(N=NC(=O)N1CCCCC1)N1CCCCC1, C1CCOC1, CCOC(=O)c1cc2cc(O)ccc2[nH]1, c1ccc(P(c2ccccc2)c2ccccc2)cc1. The product is CCOC(=O)c1cc2cc(OCCc3nc(-c4ccccc4)sc3C)ccc2[nH]1. RXN SMILES: [CH3:16][c:17]1[c:18]([CH2:28][CH2:29][OH:30])[n:19][c:20](-[c:22]2[cH:23][cH:24][cH:25][cH:26][cH:27]2)[s:21]1.[CH3:73][CH2:74][O:75][C:76](=[O:77])[CH3:78].[N:50]([C:51]([N:52]1[CH2:53][CH2:54][CH2:55][CH2:56][CH2:57]1)=[O:58])=[N:59][C:60]([N:61]1[CH2:62][CH2:63][CH2:64][CH2:65][CH2:66]1)=[O:67].[O:68]1[CH2:69][CH2:70][CH2:71][CH2:72]1.[OH:1][c:2]1[cH:3][c:4]2[cH:5][c:6]([C:11](=[O:12])[O:13][CH2:14][CH3:15])[nH:7][c:8]2[cH:9][cH:10]1.[c:31]1([P:32]([c:33]2[cH:34][cH:35][cH:36][cH:37][cH:38]2)[c:39]2[cH:40][cH:41][cH:42][cH:43][cH:44]2)[cH:45][cH:46][cH:47][cH:48][cH:49]1>>[O:1]([c:2]1[cH:3][c:4]2[cH:5][c:6]([C:11](=[O:12])[O:13][CH2:14][CH3:15])[nH:7][c:8]2[cH:9][cH:10]1)[CH2:29][CH2:28][c:18]1[c:17]([CH3:16])[s:21][c:20](-[c:22]2[cH:23][cH:24][cH:25][cH:26][cH:27]2)[n:19]1. Product: C[Si](C)(C)CCN1C(=O)CN(c2ccc(CC3CCCCC3N)cc2OCc2ccccc2)S1(=O)=O. Starting materials: CC(C)(C)OC(=O)NC1CCCCC1Cc1ccc(N2CC(=O)N(CC[Si](C)(C)C)S2(=O)=O)c(OCc2ccccc2)c1, ClCCl, O=C(O)C(F)(F)F. As a reaction SMILES: [C:1]([O:2][C:3](=[O:4])[NH:7][CH:8]1[CH:9]([CH2:14][c:15]2[cH:16][c:17]([O:35][CH2:36][c:37]3[cH:38][cH:39][cH:40][cH:41][cH:42]3)[c:18]([N:21]3[S:22](=[O:33])(=[O:34])[N:23]([CH2:27][CH2:28][Si:29]([CH3:30])([CH3:31])[CH3:32])[C:24](=[O:26])[CH2:25]3)[cH:19][cH:20]2)[CH2:10][CH2:11][CH2:12][CH2:13]1)([CH3:5])([CH3:6])[CH3:43].[CH2:51]([Cl:52])[Cl:53].[F:44][C:45]([F:46])([F:47])[C:48]([OH:49])=[O:50]>>[NH2:7][CH:8]1[CH:9]([CH2:14][c:15]2[cH:16][c:17]([O:35][CH2:36][c:37]3[cH:38][cH:39][cH:40][cH:41][cH:42]3)[c:18]([N:21]3[S:22](=[O:33])(=[O:34])[N:23]([CH2:27][CH2:28][Si:29]([CH3:30])([CH3:31])[CH3:32])[C:24](=[O:26])[CH2:25]3)[cH:19][cH:20]2)[CH2:10][CH2:11][CH2:12][CH2:13]1. The reactants are CS(=O)(=O)N (Methanesulfonamide), ClC=1C=C(C=CC1)[C@H]1C[C@@H](C(N([C@@H]1C1=CC=C(C=C1)Cl)[C@@H](C(=O)OCC)CC)=O)CC(=O)O (2-((3R,5R,6S)-5-(3-chlorophenyl)-6-(4-chlorophenyl)-1-((R)-1-ethoxy-1-oxobutan-2-yl)-2-oxopiperidin-3-yl)acetic acid), [NH4+].[Cl-] (NH4Cl), C(C)N(C(C)C)C(C)C (N-ethyl-N-isopropylpropan-2-amine), N1(C=NC=C1)C(=O)N1C=NC=C1 (di(1H-imidazol-1-yl)methanone). Solvent: C1CCOC1 (THF). Conditions: temperature 25 celsius, time 12 hour. Product: ClC=1C=C(C=CC1)[C@@H]1[C@H](N(C([C@H](C1)CC(=O)NS(=O)(=O)C)=O)[C@H](C(=O)OCC)CC)C1=CC=C(C=C1)Cl ((S)-Ethyl 2-((2S,3R,5R)-3-(3-chlorophenyl)-2-(4-chlorophenyl)-5-(2-(methylsulfonamido)-2-oxoethyl)-6-oxopiperidin-1-yl)butanoate). As a reaction SMILES: [CH3:1][S:2]([NH2:5])(=[O:4])=[O:3].C(N(C(C)C)C(C)C)C.N1(C(N2C=CN=C2)=O)C=CN=C1.[Cl:27][C:28]1[CH:29]=[C:30]([C@@H:34]2[C@@H:39]([C:40]3[CH:45]=[CH:44][C:43]([Cl:46])=[CH:42][CH:41]=3)[N:38]([C@H:47]([CH2:53][CH3:54])[C:48]([O:50][CH2:51][CH3:52])=[O:49])[C:37](=[O:55])[C@@H:36]([CH2:56][C:57](O)=[O:58])[CH2:35]2)[CH:31]=[CH:32][CH:33]=1.[NH4+].[Cl-]>C1COCC1>[Cl:27][C:28]1[CH:29]=[C:30]([C@H:34]2[CH2:35][C@H:36]([CH2:56][C:57]([NH:5][S:2]([CH3:1])(=[O:4])=[O:3])=[O:58])[C:37](=[O:55])[N:38]([C@@H:47]([CH2:53][CH3:54])[C:48]([O:50][CH2:51][CH3:52])=[O:49])[C@@H:39]2[C:40]2[CH:45]=[CH:44][C:43]([Cl:46])=[CH:42][CH:41]=2)[CH:31]=[CH:32][CH:33]=1 |f:4.5|. Reported procedure: Methanesulfonamide (0.02 g, 0.2 mmol), N-ethyl-N-isopropylpropan-2-amine (0.05 ml, 0.3 mmol), di(1H-imidazol-1-yl)methanone (0.04 g, 0.2 mmol) and 2-((3R,5R,6S)-5-(3-chlorophenyl)-6-(4-chlorophenyl)-1-((R)-1-ethoxy-1-oxobutan-2-yl)-2-oxopiperidin-3-yl)acetic acid (Example 3, 0.030 g, 0.06 mmol) were combined in 2 mL of THF. After being stirred at 25° C. for 12 h, sat. NH4Cl solution was added and the reaction mixture was extracted with EtOAc. The combined organic layers were successively washed ... Product: COC1CCC(Nc2ncc(C#Cc3ccccc3)cn2)CC1. The reactants are CS(=O)(=O)c1ncc(C#Cc2ccccc2)cn1, COC1CCC(N)CC1, Cl. As a reaction SMILES: [CH3:1][S:2](=[O:3])(=[O:4])[c:5]1[n:6][cH:7][c:8]([C:11]#[C:12][c:13]2[cH:14][cH:15][cH:16][cH:17][cH:18]2)[cH:9][n:10]1.[CH3:20][O:21][CH:22]1[CH2:23][CH2:24][CH:25]([NH2:28])[CH2:26][CH2:27]1.[ClH:19]>>[c:5]1([NH:28][CH:25]2[CH2:24][CH2:23][CH:22]([O:21][CH3:20])[CH2:27][CH2:26]2)[n:6][cH:7][c:8]([C:11]#[C:12][c:13]2[cH:14][cH:15][cH:16][cH:17][cH:18]2)[cH:9][n:10]1. The reactants are [Al+3], CC(=O)Cl, CC(C)OC(=O)C1(c2ccc(-c3ccccc3)cc2)CC1, [Cl-], [Cl-], [Cl-], ClCCl, O. Product: CC(=O)c1ccc(-c2ccc(C3(C(=O)OC(C)C)CC3)cc2)cc1. As a reaction SMILES: [Al+3:23].[CH3:26][C:27]([Cl:28])=[O:29].[CH:1]([CH3:2])([CH3:3])[O:4][C:5](=[O:6])[C:7]1([c:10]2[cH:11][cH:12][c:13](-[c:16]3[cH:17][cH:18][cH:19][cH:20][cH:21]3)[cH:14][cH:15]2)[CH2:8][CH2:9]1.[Cl-:22].[Cl-:24].[Cl-:25].[Cl:31][CH2:32][Cl:33].[OH2:30]>>[CH:1]([CH3:2])([CH3:3])[O:4][C:5](=[O:6])[C:7]1([c:10]2[cH:11][cH:12][c:13](-[c:16]3[cH:17][cH:18][c:19]([C:27]([CH3:26])=[O:29])[cH:20][cH:21]3)[cH:14][cH:15]2)[CH2:8][CH2:9]1. Starting materials: BrC=1C=C(C=CC1OCC(C)C)C=1SC(=C(N1)C)C(=O)OCC (Ethyl 2-(3-bromo-4-isobutyloxyphenyl)-4-methyl-5-thiazolecarboxylate), cuprous iodide, FC(C(=O)[O-])(F)F.[Na+] (sodium trifluoroacetate). Solvent: CN1C(CCC1)=O (N-methylpyrrolidone). Conditions: temperature 140 celsius. The product is C(C(C)C)OC1=C(C=C(C=C1)C=1SC(=C(N1)C)C(=O)OCC)C(F)(F)F (ethyl 2-(4-isobutyloxy-3-trifluoromethylphenyl)-4-methyl-5-thiazolecarboxylate). The yield is 82.3%. Reaction SMILES: Br[C:2]1[CH:3]=[C:4]([C:13]2[S:14][C:15]([C:19]([O:21][CH2:22][CH3:23])=[O:20])=[C:16]([CH3:18])[N:17]=2)[CH:5]=[CH:6][C:7]=1[O:8][CH2:9][CH:10]([CH3:12])[CH3:11].[F:24][C:25]([F:30])([F:29])C([O-])=O.[Na+]>CN1CCCC1=O>[CH2:9]([O:8][C:7]1[CH:6]=[CH:5][C:4]([C:13]2[S:14][C:15]([C:19]([O:21][CH2:22][CH3:23])=[O:20])=[C:16]([CH3:18])[N:17]=2)=[CH:3][C:2]=1[C:25]([F:30])([F:29])[F:24])[CH:10]([CH3:12])[CH3:11] |f:1.2|. Procedure details: 100 mg of Ethyl 2-(3-bromo-4-isobutyloxyphenyl)-4-methyl-5-thiazolecarboxylate, 95 mg of cuprous iodide and 140 mg of sodium trifluoroacetate were suspended in 2 ml of N-methylpyrrolidone, and the mixture was heated in a nitrogen atmosphere at 140° C. for 4 hours. After completion of the reaction, the product was extracted with ethyl acetate, and the organic layer was concentrated to give a crude crystal. The resulting crystal was purified by silica gel chromatography to give 80 mg of ethyl 2-(4... Starting materials: COC(=O)c1cccc(CBr)c1, CC#N, N#C[K], C1COCCOCCOCCOCCOCCO1. Yields the product COC(=O)c1cccc(CC#N)c1. RXN SMILES: [Br:1][CH2:2][c:3]1[cH:4][c:5]([C:6](=[O:7])[O:8][CH3:9])[cH:10][cH:11][cH:12]1.[CH3:34][C:35]#[N:36].[K:13][C:14]#[N:15].[O:16]1[CH2:17][CH2:18][O:19][CH2:20][CH2:21][O:22][CH2:23][CH2:24][O:25][CH2:26][CH2:27][O:28][CH2:29][CH2:30][O:31][CH2:32][CH2:33]1>>[CH2:2]([c:3]1[cH:4][c:5]([C:6](=[O:7])[O:8][CH3:9])[cH:10][cH:11][cH:12]1)[C:14]#[N:15].